Dataset: the Open Reaction Database (ORD), a public repository of structured organic reaction records. Task: describe an organic reaction: reactants, conditions, products, and yield Starting materials: O(C)C=1C=C(C2=CC=CC=C2C1OC)C(=O)OC (methyl 3,4-dimethoxyl-1-naphthalenecarboxylate), C1CCOC1 (THF), [OH-].[Na+] (NaOH). The solvent is O (water). Yields the product COC=1C=C(C2=CC=CC=C2C1OC)C(=O)O (3,4-Dimethoxy-1-naphthalenecarboxylic acid). Yield: 92.3%. As a reaction SMILES: [O:1]([C:3]1[CH:4]=[C:5]([C:15]([O:17]C)=[O:16])[C:6]2[C:11]([C:12]=1[O:13][CH3:14])=[CH:10][CH:9]=[CH:8][CH:7]=2)[CH3:2].C1COCC1.[OH-].[Na+]>O>[CH3:2][O:1][C:3]1[CH:4]=[C:5]([C:15]([OH:17])=[O:16])[C:6]2[C:11]([C:12]=1[O:13][CH3:14])=[CH:10][CH:9]=[CH:8][CH:7]=2 |f:2.3|. Procedure details: A solution of methyl 3,4-dimethoxyl-1-naphthalenecarboxylate (2.93 g, 11.9 mmol), THF (145 mL), water (58 mL), and 1N NaOH (25 mL, 25.0 mmol) was stirred at room temperature overnight. The THF was removed in vacuo and the mixture acidified to pH 1 with 1N HCl. The resulting white precipitate was extracted with EtOAc (2×50 mL), dried (MgSO4) and filtered to give the product as a white solid (2.55 g, 92%). 1H NMR (DMSO) δ 13.19 (s, 1H), 8.89 (d, 1H), 8.13 (d, 1H), 8.08 (s, 1H), 7.54 (m, 2H), 3.97 ... The reactants are C(CC(O)(C(=O)O)CC(=O)O)(=O)O (citric acid), [H-].[Al+3].[Li+].[H-].[H-].[H-] (lithium aluminum hydride), crude product, OC=1C=C(C(=O)OC)C=CC1 (methyl 3-hydroxybenzoate), [H-].[Na+] (sodium hydride), O.O.O.O.O.O.O.O.O.O.S(=O)(=O)([O-])[O-].[Na+].[Na+] (sodium sulfate decahydrate). Run in O1CCCC1 (tetrahydrofuran), O1CCCC1 (tetrahydrofuran), CN(C=O)C (dimethylformamide), BrC(C)C (2-bromopropane). Reaction conditions: time 5 hour. Yields the product C(C)(C)OC=1C=C(C=CC1)CO ((3-isopropoxyphenyl)methanol). Reaction SMILES: [OH:1][C:2]1[CH:3]=[C:4]([CH:9]=[CH:10][CH:11]=1)[C:5]([O:7]C)=O.[H-].[Na+].[C:14](O)(=O)[CH2:15][C:16](CC(O)=O)(C(O)=O)O.[H-].[Al+3].[Li+].[H-].[H-].[H-].O.O.O.O.O.O.O.O.O.O.S([O-])([O-])(=O)=O.[Na+].[Na+]>CN(C)C=O.BrC(C)C.O1CCCC1>[CH:15]([O:1][C:2]1[CH:3]=[C:4]([CH2:5][OH:7])[CH:9]=[CH:10][CH:11]=1)([CH3:16])[CH3:14] |f:1.2,4.5.6.7.8.9,10.11.12.13.14.15.16.17.18.19.20.21.22|. Reported procedure: To a solution of methyl 3-hydroxybenzoate (500 mg) in dimethylformamide (5 ml), 0.463 ml of 2-bromopropane and 197 mg of sodium hydride were added under ice-cooling, and the reaction solution was stirred at room temperature for 5 hours. To the reaction solution was added 10% aqueous citric acid, and the mixture was extracted with ethyl acetate. The combined organic layers were washed with a saturated saline solution and dried over anhydrous sodium sulfate. The solvent was distilled off under red... Reactants: C(C)Br (ethyl bromide), O=C1C(NOC2=C1C=CC=C2)=O (dioxobenzoxazine), C(C)N1C=C(C(C2=CC=C(C=C12)C=1C=NC=CC1)=O)C(=O)O (1,4-Dihydro-1-ethyl-7-(3-pyridinyl)-4-oxo-3-quinolinecarboxylic acid), [H-].[Na+] (sodium hydride), [H-].[Na+] (Sodium hydride), C(CC(=O)OCC)(=O)OCC (diethyl malonate). Solvent: C(C)(=O)O (acetic acid), CN(C)C=O (DMF). Run at time 15 minute. Product: C(C)N1C(=C(C(C2=CC=C(C=C12)C1=CC=NC=C1)=O)C(=O)OCC)O (ethyl 1-ethyl-1,4-dihydro-2-hydroxy-4-oxo-7-(4-pyridinyl)-3quinolinecarboxylate). Reaction SMILES: [H-].[Na+].O=[C:4]1[C:9]2[CH:10]=[CH:11]C=CC=2O[NH:6][C:5]1=O.[CH2:15]([N:17]1[C:26]2[C:21](=[CH:22][CH:23]=[C:24](C3C=NC=CC=3)[CH:25]=2)[C:20](=[O:33])[C:19]([C:34]([OH:36])=[O:35])=[CH:18]1)[CH3:16].[CH2:37](Br)[CH3:38].C(OCC)(=O)CC(OCC)=[O:43]>CN(C=O)C.C(O)(=O)C>[CH2:15]([N:17]1[C:26]2[C:21](=[CH:22][CH:23]=[C:24]([C:9]3[CH:4]=[CH:5][N:6]=[CH:11][CH:10]=3)[CH:25]=2)[C:20](=[O:33])[C:19]([C:34]([O:36][CH2:37][CH3:38])=[O:35])=[C:18]1[OH:43])[CH3:16] |f:0.1|. Procedure: To a suspension of 0.53 g sodium hydride (50%) in 50 ml DMF was added 2.40 g dioxobenzoxazine from part (a). After 15 min. 1.20 g ethyl bromide was added and the mixture was stirred overnight at room temperature. Sodium hydride (1.06 g) was then added followed by 3.52 g diethyl malonate dropwise. The reaction mixture was heated on a steam bath for 2 hrs., then poured into dilute acetic acid and concentrated in vacuo. The residue was chromatographed on silica gel to give 1.35 g ethyl 1-ethyl-1,4-...